Dataset: the Open Reaction Database (ORD), a public repository of structured organic reaction records. Task: describe an organic reaction: reactants, conditions, products, and yield The reactants are CC(C)(C)N, CC(C)[N-]C(C)C, O=C1CCC(=O)N1Cl, Cl, Fc1ccccn1, [Li+], O=S=O, C1CCOC1, O. The product is CC(C)(C)NS(=O)(=O)c1cccnc1F. As a reaction SMILES: [C:27]([CH3:28])([CH3:29])([CH3:30])[NH2:31].[CH:1]([N-:2][CH:3]([CH3:4])[CH3:5])([CH3:6])[CH3:7].[Cl:19][N:20]1[C:21](=[O:22])[CH2:23][CH2:24][C:25]1=[O:26].[ClH:32].[F:9][c:10]1[n:11][cH:12][cH:13][cH:14][cH:15]1.[Li+:8].[O:16]=[S:17]=[O:18].[O:33]1[CH2:34][CH2:35][CH2:36][CH2:37]1.[OH2:38]>>[F:9][c:10]1[n:11][cH:12][cH:13][cH:14][c:15]1[S:17](=[O:16])(=[O:18])[NH:31][C:27]([CH3:28])([CH3:29])[CH3:30]. Isolated yield 77.1%. The solvent is CO.C(C)O (methanol ethanol). The product is CC1=C(C(=C2C(=N1)SC1=C2CCCC1)C1=CC=C(C=C1)C)C(C(=O)O)CC1CC1 (2-[2-Methyl-4-(p-tolyl)-5,6,7,8-tetrahydro[1]benzothieno[2,3-b]pyridin-3-yl]-3-cyclopropylpropanoic acid). Conditions: temperature 90 celsius. Starting materials: CC1=C(C(=C2C(=N1)SC1=C2CCCC1)C1=CC=C(C=C1)C)C(C(=O)OCC)CC1CC1 (ethyl 2-[2-methyl-4-(p-tolyl)-5,6,7,8-tetrahydro[1]benzothieno[2,3-b]pyridin-3-yl]-3-cyclopropylpropanoate), [OH-].[Na+] (sodium hydroxide). RXN SMILES: [CH3:1][C:2]1[N:7]=[C:6]2[S:8][C:9]3[CH2:14][CH2:13][CH2:12][CH2:11][C:10]=3[C:5]2=[C:4]([C:15]2[CH:20]=[CH:19][C:18]([CH3:21])=[CH:17][CH:16]=2)[C:3]=1[CH:22]([CH2:28][CH:29]1[CH2:31][CH2:30]1)[C:23]([O:25]CC)=[O:24].[OH-].[Na+]>CO.C(O)C>[CH3:1][C:2]1[N:7]=[C:6]2[S:8][C:9]3[CH2:14][CH2:13][CH2:12][CH2:11][C:10]=3[C:5]2=[C:4]([C:15]2[CH:16]=[CH:17][C:18]([CH3:21])=[CH:19][CH:20]=2)[C:3]=1[CH:22]([CH2:28][CH:29]1[CH2:31][CH2:30]1)[C:23]([OH:25])=[O:24] |f:1.2,3.4|. Procedure details: To a suspension of ethyl 2-[2-methyl-4-(p-tolyl)-5,6,7,8-tetrahydro[1]benzothieno[2,3-b]pyridin-3-yl]-3-cyclopropylpropanoate (0.035 g; 0.080 mmol) in a mixture methanol-ethanol (2:1) (2.4 mL) was added a 5% sodium hydroxide solution (1.94 mL; 2.42 mmol) and the reaction mixture was heated to 90° C. for 6 h. The organic volatiles were removed under reduced pressure and the remaining basic solution was acidified with HCl (1N) until pH 2. The white precipitate was filtered and dried to furnish 0.0... The reactants are CNC1CCCCC1NC, [Cu]I, O=C1N(Cc2cccc(I)c2)CCCC12CCN(c1cnc3ccccc3n1)CC2, [K+], [K+], [K+], CN(C)C=O, O=P([O-])([O-])[O-], c1c[nH]nn1. Yields the product O=C1N(Cc2cccc(-n3nccn3)c2)CCCC12CCN(c1cnc3ccccc3n1)CC2. As a reaction SMILES: [CH3:36][NH:37][CH:38]1[CH2:39][CH2:40][CH2:41][CH2:42][CH:43]1[NH:44][CH3:45].[Cu:59][I:60].[I:1][c:2]1[cH:3][c:4]([CH2:5][N:6]2[C:7](=[O:27])[C:8]3([CH2:9][CH2:10][CH2:11]2)[CH2:12][CH2:13][N:14]([c:17]2[n:18][c:19]4[cH:20][cH:21][cH:22][cH:23][c:24]4[n:25][cH:26]2)[CH2:15][CH2:16]3)[cH:28][cH:29][cH:30]1.[K+:51].[K+:52].[K+:53].[O:54]=[CH:55][N:56]([CH3:57])[CH3:58].[P:46]([O-:47])([O-:48])([O-:49])=[O:50].[nH:31]1[n:32][n:33][cH:34][cH:35]1>>[c:2]1(-[n:32]2[n:31][cH:35][cH:34][n:33]2)[cH:3][c:4]([CH2:5][N:6]2[C:7](=[O:27])[C:8]3([CH2:9][CH2:10][CH2:11]2)[CH2:12][CH2:13][N:14]([c:17]2[n:18][c:19]4[cH:20][cH:21][cH:22][cH:23][c:24]4[n:25][cH:26]2)[CH2:15][CH2:16]3)[cH:28][cH:29][cH:30]1. Procedure: To 4-(1-(2-fluoro-4-biphenylyl)ethyl)-2-methylaminothiazole (200 mg, 0.64 mmol) in methanol was added citric acid (60 mg, 0.64 mmol) in methanol and the mixture was stirred at room temperature, then evaporated under reduced pressure to a residue, which was recrystallized to afford 4-(1-(2-fluoro-4-biphenylyl)ethyl)-2-methylamino-thiazole citrate: mp 150°-151° C. Starting materials: FC1=C(C=CC(=C1)C(C)C=1N=C(SC1)NC)C1=CC=CC=C1 (4-(1-(2-fluoro-4-biphenylyl)ethyl)-2-methylaminothiazole), C(CC(O)(C(=O)O)CC(=O)O)(=O)O (citric acid). Solvent: CO (methanol), CO (methanol). As a reaction SMILES: [F:1][C:2]1[CH:7]=[C:6]([CH:8]([C:10]2[N:11]=[C:12]([NH:15][CH3:16])[S:13][CH:14]=2)[CH3:9])[CH:5]=[CH:4][C:3]=1[C:17]1[CH:22]=[CH:21][CH:20]=[CH:19][CH:18]=1.[C:23]([OH:35])(=[O:34])[CH2:24][C:25]([CH2:30][C:31]([OH:33])=[O:32])([C:27]([OH:29])=[O:28])[OH:26]>CO>[C:23]([OH:35])(=[O:34])[CH2:24][C:25]([CH2:30][C:31]([OH:33])=[O:32])([C:27]([OH:29])=[O:28])[OH:26].[F:1][C:2]1[CH:7]=[C:6]([CH:8]([C:10]2[N:11]=[C:12]([NH:15][CH3:16])[S:13][CH:14]=2)[CH3:9])[CH:5]=[CH:4][C:3]=1[C:17]1[CH:22]=[CH:21][CH:20]=[CH:19][CH:18]=1 |f:3.4|. The product is C(CC(O)(C(=O)O)CC(=O)O)(=O)O.FC1=C(C=CC(=C1)C(C)C=1N=C(SC1)NC)C1=CC=CC=C1 (4-(1-(2-fluoro-4-biphenylyl)ethyl)-2-methylamino-thiazole citrate). Reactants: O=C(OC(=O)C(Cl)(Cl)Cl)C(Cl)(Cl)Cl, ClCCl, [Na+], [OH-], O=C(O)C(F)(F)F, N#Cc1ccc2c(c1)CN(S(=O)(=O)c1cccs1)C(Cc1ccccc1)CN2, O=Cc1c[nH]cn1. Yields the product N#Cc1ccc2c(c1)CN(S(=O)(=O)c1cccs1)C(Cc1ccccc1)CN2Cc1c[nH]cn1. RXN SMILES: [Cl:43][C:44]([Cl:45])([Cl:46])[C:47]([O:48][C:49](=[O:50])[C:51]([Cl:52])([Cl:53])[Cl:54])=[O:55].[Cl:58][CH2:59][Cl:60].[Na+:57].[OH-:56].[OH:36][C:37]([C:38]([F:39])([F:40])[F:41])=[O:42].[c:1]1([CH2:7][CH:8]2[CH2:9][NH:10][c:11]3[c:12]([cH:23][c:24]([C:27]#[N:28])[cH:25][cH:26]3)[CH2:13][N:14]2[S:15](=[O:16])(=[O:17])[c:18]2[s:19][cH:20][cH:21][cH:22]2)[cH:2][cH:3][cH:4][cH:5][cH:6]1.[nH:29]1[cH:30][n:31][c:32]([CH:34]=[O:35])[cH:33]1>>[c:1]1([CH2:7][CH:8]2[CH2:9][N:10]([CH2:34][c:32]3[n:31][cH:30][nH:29][cH:33]3)[c:11]3[c:12]([cH:23][c:24]([C:27]#[N:28])[cH:25][cH:26]3)[CH2:13][N:14]2[S:15](=[O:16])(=[O:17])[c:18]2[s:19][cH:20][cH:21][cH:22]2)[cH:2][cH:3][cH:4][cH:5][cH:6]1. Starting materials: C(C)OC1=CC=C(C=N1)O[C@H]1C(NCC1)=O ((R)-3-((6-ethoxypyridin-3-yl)oxy)pyrrolidin-2-one), BrC1=CC(=C2CCC(C2=C1)=O)F (6-bromo-4-fluoro-2,3-dihydro-1H-inden-1-one), CNCCNC (N,N′-dimethyl-ethylene-diamine). The solvent is O1CCOCC1 (1,4-dioxane). Reaction conditions: temperature 100 celsius. Yields the product C(C)OC1=CC=C(C=N1)O[C@H]1C(N(CC1)C=1C=C2C(CCC2=C(C1)F)=O)=O ((R)-3-(6-Ethoxy-pyridin-3-yloxy)-1-(7-fluoro-3-oxo-indan-5-yl)-pyrrolidin-2-one). Reaction SMILES: [CH2:1]([O:3][C:4]1[N:9]=[CH:8][C:7]([O:10][C@@H:11]2[CH2:15][CH2:14][NH:13][C:12]2=[O:16])=[CH:6][CH:5]=1)[CH3:2].Br[C:18]1[CH:26]=[C:25]2[C:21]([CH2:22][CH2:23][C:24]2=[O:27])=[C:20]([F:28])[CH:19]=1.CNCCNC>O1CCOCC1>[CH2:1]([O:3][C:4]1[N:9]=[CH:8][C:7]([O:10][C@@H:11]2[CH2:15][CH2:14][N:13]([C:18]3[CH:26]=[C:25]4[C:21](=[C:20]([F:28])[CH:19]=3)[CH2:22][CH2:23][C:24]4=[O:27])[C:12]2=[O:16])=[CH:6][CH:5]=1)[CH3:2]. Procedure details: In a further alternative preparation a mixture of (R)-3-((6-ethoxypyridin-3-yl)oxy)pyrrolidin-2-one (2.00 g), 6-bromo-4-fluoro-2,3-dihydro-1H-inden-1-one (2.30 g), N,N′-dimethyl-ethylene-diamine (10 mL) and 1,4-dioxane (20 mL) was purged with argon and cesium carbonate (3.8 g) and copper(I) iodide (100 mg) were added. The mixture was heated to 100° C. for 1.5 hours. After cooling to r.t. the mixture was diluted with EA and washed with water (5 times) and brine. The organic layer was dried (Na2SO... Reactants: [Br-].C(=O)(O)CCCCC[P+](C1=CC=CC=C1)(C1=CC=CC=C1)C1=CC=CC=C1 (5-Carboxypentyl-triphenylphosphonium bromide), FC1=CC=C(C=O)C=C1 (4-fluorobenzaldehyde). Product: FC1=CC=C(C=C1)C=CCCCCC(=O)O (7-(4-fluorophenyl)-6-heptenoic acid). Yield: 85.4%. Reaction SMILES: [Br-].[C:2]([CH2:5][CH2:6][CH2:7][CH2:8][CH2:9][P+](C1C=CC=CC=1)(C1C=CC=CC=1)C1C=CC=CC=1)([OH:4])=[O:3].[F:29][C:30]1[CH:37]=[CH:36][C:33]([CH:34]=O)=[CH:32][CH:31]=1>>[F:29][C:30]1[CH:37]=[CH:36][C:33]([CH:34]=[CH:9][CH2:8][CH2:7][CH2:6][CH2:5][C:2]([OH:4])=[O:3])=[CH:32][CH:31]=1 |f:0.1|. Procedure details: 5-Carboxypentyl-triphenylphosphonium bromide (20 g) and 4-fluorobenzaldehyde (6.5 g) were subjected to substantially the same reaction as in Reference Example 1. The reaction product was isolated by means of a silica gel chromatography to afford 7-(4-fluorophenyl)-6-heptenoic acid (8.3 g) as white crystals.